Task: describe an organic reaction: reactants, conditions, products, and yield. Dataset: the Open Reaction Database (ORD), a public repository of structured organic reaction records Starting materials: C(C)(=O)OO (peracetic acid), II (iodine), CN(C(=N)N(C)C)C (1,1,3,3-tetramethylguanidine), C1(=CC=CC=C1)C(C1=CC=CC=C1)=NN (diphenyl ketone hydrazone). The solvent is ClCCl (dichloromethane). Run at time 15 minute. Yields the product C1(=CC=CC=C1)C(=[N+]=[N-])C1=CC=CC=C1 (Diphenyldiazomethane). As a reaction SMILES: [C:1]1([C:7](=[N:14][NH2:15])[C:8]2[CH:13]=[CH:12][CH:11]=[CH:10][CH:9]=2)[CH:6]=[CH:5][CH:4]=[CH:3][CH:2]=1.II.CN(C)C(N(C)C)=N.C(OO)(=O)C>ClCCl>[C:1]1([C:7]([C:8]2[CH:13]=[CH:12][CH:11]=[CH:10][CH:9]=2)=[N+:14]=[N-:15])[CH:2]=[CH:3][CH:4]=[CH:5][CH:6]=1. Procedure: To diphenyl ketone hydrazone (19.6 g, 0.1 moles) dissolved in dichloromethane (100 ml) containing iodine (4 ml, 1% w/v solution) and 1,1,3,3-tetramethylguanidine (45 ml) was added peracetic acid solution (23.5 ml, 1.30 × 0.05 moles) at 0° over 60 minutes. The mixture was stirred for an additional 15 minutes. The purple-red solution was washed with water (5 × 250 ml), dried and made up to 500 ml in a volumetric flask. A UV assay on a suitably diluted aliquot corresponded to a yield of diazoalkane... Product: C(\C=C/C(=O)O)(=O)O.C(COCCO)O (diethylene glycol maleate), 30. As a reaction SMILES: [C:1]1(=[O:7])[O:6][C:4](=[O:5])[CH:3]=[CH:2]1.[CH2:8]([OH:14])[CH2:9][O:10][CH2:11][CH2:12][OH:13]>>[C:1]([OH:6])(=[O:7])/[CH:2]=[CH:3]\[C:4]([OH:10])=[O:5].[CH2:8]([OH:14])[CH2:9][O:10][CH2:11][CH2:12][OH:13] |f:2.3|. Reactants: C1(\C=C/C(=O)O1)=O (maleic anhydride), C(COCCO)O (diethylene glycol). Reported procedure: Into the similar reaction vessel as used in Manufacturing Example 1, were placed 98 parts of maleic anhydride and 106 parts of diethylene glycol and the mixture was, while stirring and introducing a nitrogen gas thereto, heated at 190° to 200° C. for 6 hours to obtain diethylene glycol maleate having an acid value of 30.